Dataset: the Open Reaction Database (ORD), a public repository of structured organic reaction records. Task: describe an organic reaction: reactants, conditions, products, and yield Reactants: C1(=CC=CC2=CC=CC=C12)[Mg]Br (1-naphthylmagnesium bromide), Cl (hydrochloric acid), ClP1OC2=C(C3=C1C=CC=C3)C=CC=C2 (6-chloro-6H-dibenz[c,e][1,2]-oxaphosphorine), O (water). Solvent: O1CCCC1 (tetrahydrofuran), CC=1C=CC=CC1C (o-xylene). Yields the product OC1=C(C=CC=C1)C1=C(C=CC=C1)P(C1=CC=CC2=CC=CC=C12)C1=CC=CC2=CC=CC=C12 (2'-hydroxy-2-[bis(1-naphthyl)phosphino]-biphenyl). The yield is 69.7%. As a reaction SMILES: Cl[P:2]1[C:7]2[CH:8]=[CH:9][CH:10]=[CH:11][C:6]=2[C:5]2[CH:12]=[CH:13][CH:14]=[CH:15][C:4]=2[O:3]1.[C:16]1([Mg]Br)[C:25]2[C:20](=[CH:21][CH:22]=[CH:23][CH:24]=2)[CH:19]=[CH:18][CH:17]=1.O.Cl>CC1C=CC=CC=1C.O1CCCC1>[OH:3][C:4]1[CH:15]=[CH:14][CH:13]=[CH:12][C:5]=1[C:6]1[CH:11]=[CH:10][CH:9]=[CH:8][C:7]=1[P:2]([C:24]1[C:25]2[C:20](=[CH:19][CH:18]=[CH:17][CH:16]=2)[CH:21]=[CH:22][CH:23]=1)[C:16]1[C:25]2[C:20](=[CH:21][CH:22]=[CH:23][CH:24]=2)[CH:19]=[CH:18][CH:17]=1. Reported procedure: 14.1 g (60 mmol) of 6-chloro-6H-dibenz[c,e][1,2]-oxaphosphorine in 50 ml of anhydrous o-xylene are introduced, in an argon atmosphere with stirring, and a solution of 150 mmol of 1-naphthylmagnesium bromide in tetrahydrofuran is added dropwise. The temperature increases in the course of this from 25° to 45° C. The mixture is then stirred for 3 hours at 80° C. and 5 hours at 120° C. The mixture is cooled to room temperature and 100 ml of water are added. The mixture is neutralized with dilute hyd... Reactants: COC(C1=CC(=CC=C1)C=O)=O (3-formyl-benzoic acid methyl ester), C(C)(=O)[O-].[NH4+] (ammonium acetate), [N+](=O)([O-])CC (nitroethane). Run at time 1.5 hour. The product is COC(C1=CC(=CC=C1)C=C(C)[N+](=O)[O-])=O (3-(2-Nitro-propenyl)-benzoic acid methyl ester). As a reaction SMILES: [CH3:1][O:2][C:3](=[O:12])[C:4]1[CH:9]=[CH:8][CH:7]=[C:6]([CH:10]=O)[CH:5]=1.C([O-])(=O)C.[NH4+].[N+:18]([CH2:21][CH3:22])([O-:20])=[O:19]>>[CH3:1][O:2][C:3](=[O:12])[C:4]1[CH:9]=[CH:8][CH:7]=[C:6]([CH:10]=[C:21]([N+:18]([O-:20])=[O:19])[CH3:22])[CH:5]=1 |f:1.2|. Procedure details: To a 250 mL round bottom flask was added 3-formyl-benzoic acid methyl ester (2.20 g, 13.4 mmol), ammonium acetate (1.03 g, 13.4 mmol), and nitroethane (60 mL). Mixture heated to reflux under an atmosphere of nitrogen while stirring for 1.5 h. Solvent removed under vacuum then residue partitioned between ethyl acetate (100 mL) and 5% sodium bicarbonate. Organic washed with saturated sodium chloride, dried with magnesium sulfate, then concentrated to a oil under vacuum. Product purified on silica ... Reactants: CCCCCC (hexane), NC1=C(C(=O)C2=CC=CC=C2)C=CC=C1 (2-aminobenzophenone), ClC1=NC=CC=C1[N+](=O)[O-] (2-chloro-3-nitropyridine), Cl (hydrogen chloride). The solvent is C(Cl)Cl (methylene chloride). Run at temperature 150 celsius, time 45 minute. Product: Cl.[N+](=O)([O-])C=1C(=NC=CC1)NC1=C(C=CC=C1)C(=O)C1=CC=CC=C1 ([2-[(3-Nitro-2-pyridinyl)amino]phenyl]phenylmethanone hydrochloride). Isolated yield 8.2%. Reaction SMILES: [NH2:1][C:2]1[CH:15]=[CH:14][CH:13]=[CH:12][C:3]=1[C:4]([C:6]1[CH:11]=[CH:10][CH:9]=[CH:8][CH:7]=1)=[O:5].[Cl:16][C:17]1[C:22]([N+:23]([O-:25])=[O:24])=[CH:21][CH:20]=[CH:19][N:18]=1.Cl.CCCCCC>C(Cl)Cl>[ClH:16].[N+:23]([C:22]1[C:17]([NH:1][C:2]2[CH:15]=[CH:14][CH:13]=[CH:12][C:3]=2[C:4]([C:6]2[CH:11]=[CH:10][CH:9]=[CH:8][CH:7]=2)=[O:5])=[N:18][CH:19]=[CH:20][CH:21]=1)([O-:25])=[O:24] |f:5.6|. Reported procedure: A mixture of 56.0 g (0.28 mole) of 2-aminobenzophenone and 49.6 g (0.31 mole) of 2-chloro-3-nitropyridine was heated in an oil bath with stirring at 150° C. for 45 minutes. After cooling, an 8.7 g portion of the product was dissolved in 45 ml of methylene chloride, hydrogen chloride gas was added for 15 min and 100 ml of hexane was added. After stirring for 20 min, solid was collected and washed twice with 1:3 mixture of methylene chloride to hexanes. After drying in air, 8.2 g (81.6%) product w... The reactants are Cl (hydrochloric acid), OC=1C=C(C=CC1[N+](=O)[O-])CC(=O)O ((3-hydroxy-4-nitro-phenyl)acetic acid), [OH-].[Na+] (sodium hydroxide), C(C)(=O)OC(C)=O (acetic anhydride). Run in C(C)OCC (diethyl ether). Conditions: temperature 0 celsius, time 2 hour. Product: C(C)(=O)OC=1C=C(C=CC1[N+](=O)[O-])CC(=O)O ((3-Acetoxy-4-nitro-phenyl)acetic acid). The yield is 519.3%. As a reaction SMILES: [OH:1][C:2]1[CH:3]=[C:4]([CH2:11][C:12]([OH:14])=[O:13])[CH:5]=[CH:6][C:7]=1[N+:8]([O-:10])=[O:9].[OH-].[Na+].[C:17](OC(=O)C)(=[O:19])[CH3:18].Cl>C(OCC)C>[C:17]([O:1][C:2]1[CH:3]=[C:4]([CH2:11][C:12]([OH:14])=[O:13])[CH:5]=[CH:6][C:7]=1[N+:8]([O-:10])=[O:9])(=[O:19])[CH3:18] |f:1.2|. Procedure: A stirred mixture of (3-hydroxy-4-nitro-phenyl)acetic acid (1 2.0 g), aqueous sodium hydroxide (152.3 mL, 1M) and diethyl ether (150 mL), cooled to 0° C. in an ice salt bath, was treated dropwise with acetic anhydride (8.1 g) at a rate to maintain the temperature at 0° C. When the addition was complete the mixture was stirred at 0° C. for a further 2 hours then acidified with dilute hydrochloric acid and then extracted with ethyl acetate. The extracts were dried over magnesium sulphate and then ... Starting materials: C=CCCCCCCBr, CCC(C)=O, [I-], [Na+]. As a reaction SMILES: [Br:1][CH2:2][CH2:3][CH2:4][CH2:5][CH2:6][CH2:7][CH:8]=[CH2:9].[CH3:12][C:13](=[O:14])[CH2:15][CH3:16].[I-:11].[Na+:10]>>[CH2:2]([CH2:3][CH2:4][CH2:5][CH2:6][CH2:7][CH:8]=[CH2:9])[I:11]. Yields the product C=CCCCCCCI.